From a dataset of the Open Reaction Database (ORD), a public repository of structured organic reaction records. describe an organic reaction: reactants, conditions, products, and yield Reactants: O1C(=CC2=C1C=CC=C2)C=2NC1=CC=CC=C1C2 (2-(2-benzofuryl)indole), C1(C=CC(N1)=O)=O (maleimide). The solvent is FC(C(=O)O)(F)F (trifluoroacetic acid). Reaction conditions: temperature 125 celsius. The product is C1=CC=CC2=C1OC1=C2C=2C(C=3C4=CC=CC=C4NC13)=CC(N2)=O (13H-Benzofurano[2,3-a]pyrrolo[2,3-c]carbazole-6(6H)one). Isolated yield 48.3%. RXN SMILES: [O:1]1[C:5]2[CH:6]=[CH:7][CH:8]=[CH:9][C:4]=2[CH:3]=[C:2]1[C:10]1[NH:11][C:12]2[C:17]([CH:18]=1)=[CH:16][CH:15]=[CH:14][CH:13]=2.[C:19]1(=O)[NH:23][C:22](=[O:24])[CH:21]=[CH:20]1>FC(F)(F)C(O)=O>[CH:6]1[C:5]2[O:1][C:2]3[C:10]4[NH:11][C:12]5[C:17](=[CH:16][CH:15]=[CH:14][CH:13]=5)[C:18]=4[C:20]4=[CH:21][C:22](=[O:24])[N:23]=[C:19]4[C:3]=3[C:4]=2[CH:9]=[CH:8][CH:7]=1. Procedure: A mixture of 2-(2-benzofuryl)indole 2 (250 mg; 1.0 mmol) and maleimide (110 mg; 1.2 mmol) in trifluoroacetic acid (2 mL) was heated in a sealed reaction vial at 125° C. for 18 h. The solid precipitated was collected, washed with TFA and dried to give 150 mg (48%) of product. Recrystallization (THF) gave a tan solid; mp>300° C., MS (ES+) 312 (M+), 1H NMR (DMSO--d6) δ 4.00 (s, 2H), 4.13 (s, 2H), 7.12 (t, 1H), 7.37 (t, 2H), 7.45 (t, 2H), 7.71 (d, 1H), 7.95 (d, 1H), 8.54 (d, 1H), 10.12 (s, 1H), 11.7...